Dataset: the Open Reaction Database (ORD), a public repository of structured organic reaction records. Task: describe an organic reaction: reactants, conditions, products, and yield Reactants: P(=O)(Cl)(Cl)Cl (phosphorus oxychloride), CS(=O)(=O)O[C@@H]1C[C@H](N(C1)C(=O)OCC1=CC=C(C=C1)[N+](=O)[O-])C(=O)O ((2S,4R)-4-methanesulfonyloxy-1-(4-nitrobenzyloxycarbonyl)proline), OCCN1C(NCC1)=O (3-(2-hydroxyethyl)-2-oxoimidazolidine), S(O)(O)(=O)=O (sulfuric acid). Solvent: O1CCCC1 (tetrahydrofuran), O (water), C(C)(=O)OCC (Ethyl acetate), O1CCCC1 (tetrahydrofuran), CN(C=O)C (N,N-dimethylformamide). Run at temperature 5 celsius, time 5 minute. Product: OCCN1C(N(CC1)C(=O)[C@H]1N(C[C@@H](C1)OS(=O)(=O)C)C(=O)OCC1=CC=C(C=C1)[N+](=O)[O-])=O ((2S,4R)-2-[3-(2-hydroxyethyl)-2-oxoimidazolidin-1-yl]carbonyl-4-methanesulfonyloxy-1-(4-nitrobenzyloxycarbonyl)-pyrrolidine). The yield is 7.4%. Reaction SMILES: P(Cl)(Cl)(Cl)=O.[CH3:6][S:7]([O:10][C@H:11]1[CH2:15][N:14]([C:16]([O:18][CH2:19][C:20]2[CH:25]=[CH:24][C:23]([N+:26]([O-:28])=[O:27])=[CH:22][CH:21]=2)=[O:17])[C@H:13]([C:29]([OH:31])=O)[CH2:12]1)(=[O:9])=[O:8].[OH:32][CH2:33][CH2:34][N:35]1[CH2:39][CH2:38][NH:37][C:36]1=[O:40].S(=O)(=O)(O)O>O1CCCC1.O.C(OCC)(=O)C.CN(C)C=O>[OH:32][CH2:33][CH2:34][N:35]1[CH2:39][CH2:38][N:37]([C:29]([C@@H:13]2[CH2:12][C@@H:11]([O:10][S:7]([CH3:6])(=[O:8])=[O:9])[CH2:15][N:14]2[C:16]([O:18][CH2:19][C:20]2[CH:21]=[CH:22][C:23]([N+:26]([O-:28])=[O:27])=[CH:24][CH:25]=2)=[O:17])=[O:31])[C:36]1=[O:40]. Reported procedure: To a mixture of N,N-dimethylformamide (0.6 ml) and tetrahydrofuran (1.2 ml) was added dropwise phosphorus oxychloride (0.58 ml) at -5° C. and the mixture was stirred at 5° C. for 5 minutes. To the mixture was added a solution of (2S,4R)-4-methanesulfonyloxy-1-(4-nitrobenzyloxycarbonyl)proline (2.0 g) in tetrahydrofuran (20 ml) under ice-cooling. The solution was stirred at the same temperature for 30 minutes. To this solution were added 3-(2-hydroxyethyl)-2-oxoimidazolidine (1.0 g) and conc. sul...